Dataset: the Open Reaction Database (ORD), a public repository of structured organic reaction records. Task: describe an organic reaction: reactants, conditions, products, and yield The reactants are CC(=O)c1ccc2cc(C(C)C(=O)O)ccc2c1, CCOCC, C=[N+]=[N-]. Product: COC(=O)C(C)c1ccc2cc(C(C)=O)ccc2c1. RXN SMILES: [C:1]([CH3:2])(=[O:3])[c:4]1[cH:5][c:6]2[cH:7][cH:8][c:9]([CH:14]([C:15](=[O:16])[OH:17])[CH3:18])[cH:10][c:11]2[cH:12][cH:13]1.[CH3:22][CH2:23][O:24][CH2:25][CH3:26].[N+:19](=[N-:20])=[CH2:21]>>[C:1]([CH3:2])(=[O:3])[c:4]1[cH:5][c:6]2[cH:7][cH:8][c:9]([CH:14]([C:15](=[O:16])[O:17][CH3:21])[CH3:18])[cH:10][c:11]2[cH:12][cH:13]1. The reactants are C(C)(=O)NC1=CC=CC=C1 (acetanilide), ice water, C(CCC)(=O)Cl (butyryl chloride), [Cl-].[Cl-].[Cl-].[Al+3] (aluminium trichloride). Solvent: C(=S)=S (carbon disulphide). Product: N(C(=O)C)C1=CC=C(C=C1)C(CCC)=O (p-Acetaminobutyrophenone). RXN SMILES: [C:1]([NH:4][C:5]1[CH:10]=[CH:9][CH:8]=[CH:7][CH:6]=1)(=[O:3])[CH3:2].[C:11](Cl)(=[O:15])[CH2:12][CH2:13][CH3:14].[Cl-].[Cl-].[Cl-].[Al+3]>C(=S)=S>[NH:4]([C:5]1[CH:10]=[CH:9][C:8]([C:11](=[O:15])[CH2:12][CH2:13][CH3:14])=[CH:7][CH:6]=1)[C:1]([CH3:2])=[O:3] |f:2.3.4.5|. Reported procedure: 81.3 g of acetanilide are suspended in 600 ml of carbon disulphide and 76.7 g of butyryl chloride and, in portions, 198 g of aluminium trichloride are added while stirring. The mixture is stirred for some time at 30°-35° and heated at the boil for 18 hours. It is then allowed to cool, stirred into 200 ml of ice-water and extracted twice with 500 ml of ethyl acetate each time. The organic phases are combined, washed with 500 ml of additional acid and twice with 500 ml of 15% strength sodium carbo... Starting materials: CO, Cc1cnc(Cl)nc1Cl, Nc1ccc2[nH]c(=O)oc2c1, O. Yields the product Cc1cnc(Cl)nc1Nc1ccc2[nH]c(=O)oc2c1. Reaction SMILES: [CH3:21][OH:22].[Cl:12][c:13]1[n:14][cH:15][c:16]([CH3:20])[c:17]([Cl:19])[n:18]1.[NH2:1][c:2]1[cH:3][c:4]2[c:5]([nH:6][c:7](=[O:9])[o:8]2)[cH:10][cH:11]1.[OH2:23]>>[NH:1]([c:2]1[cH:3][c:4]2[c:5]([nH:6][c:7](=[O:9])[o:8]2)[cH:10][cH:11]1)[c:17]1[c:16]([CH3:20])[cH:15][n:14][c:13]([Cl:12])[n:18]1. Reactants: C1(CCCCC1)N=C=NC1CCCCC1 (dicyclohexylcarbodiimide), C([C@H](O)CC(=O)O)(=O)O (D-malic acid), malic acid cyclic anhydride, cyclic anhydride, diimide, C(C1=CC=CC=C1)O (benzyl alcohol). Solvent: O1CCCC1 (tetrahydrofuran). Product: monobenzyl ester, C(C(O)CC(=O)O)(=O)O (malic acid). As a reaction SMILES: [C:1]([OH:9])(=[O:8])[C@@H:2]([CH2:4][C:5]([OH:7])=[O:6])[OH:3].C1(N=C=NC2CCCCC2)CCCCC1.C(O)C1C=CC=CC=1>O1CCCC1>[C:1]([OH:9])(=[O:8])[CH:2]([CH2:4][C:5]([OH:7])=[O:6])[OH:3]. Reported procedure: In an example of the process wherein the cyclic anhydride is formed with a diimide, D-malic acid is dissolved in tetrahydrofuran and 1.1 molar equivalents of dicyclohexylcarbodiimide are added to the solution. The reaction mixture is stirred for about an hour and is then filtered to remove the precipitate of dicyclohexylurea. An excess (ca. 1.5 to 2.0 equiv.) of benzyl alcohol is added to the filtrate containing the malic acid cyclic anhydride and the solution is stirred for about 6 to about 12 ... Reactants: [N+](=O)([O-])C1=C(C(=O)O)C=C(C=C1)OCCC (2-nitro-5-propoxy-benzoic acid), CN(C)C=O (DMF). The solvent is O=S(Cl)Cl (SOCl2). Reaction conditions: temperature 65 celsius, time 2 hour. Yields the product [N+](=O)([O-])C1=C(C(=O)N)C=C(C=C1)OCCC (2-Nitro-5-propoxy-benzamide). The yield is 85.2%. RXN SMILES: [N+:1]([C:4]1[CH:12]=[CH:11][C:10]([O:13][CH2:14][CH2:15][CH3:16])=[CH:9][C:5]=1[C:6](O)=[O:7])([O-:3])=[O:2].C[N:18](C=O)C>O=S(Cl)Cl>[N+:1]([C:4]1[CH:12]=[CH:11][C:10]([O:13][CH2:14][CH2:15][CH3:16])=[CH:9][C:5]=1[C:6]([NH2:18])=[O:7])([O-:3])=[O:2]. Reported procedure: A mixture of 2-nitro-5-propoxy-benzoic acid (1.97 g, 8.75 mmol) and DMF (0.1 mL) in SOCl2 (20 mL) was stirred at 65° C. for 2 h. After the reaction was completed, the mixture was cooled to room temperature. SOCl2 was removed in vacuo and the residue was dissolved in anhydrous CH2Cl2 (10 mL), which was added to NH3—H2O (28%) dropwise. After 1 h, the precipitate was collected and dried in vacuo to give 1.68 g of i-a as a yellow solid (85.2%). LCMS m/z=208.1 (M−16), 225.1 (M+1) (Method B) (retentio...